From a dataset of the Open Reaction Database (ORD), a public repository of structured organic reaction records. describe an organic reaction: reactants, conditions, products, and yield The reactants are C(N)(=O)C(C(=O)OCC1=CC=CC=C1)C1=CC=2C(CCC(C2C=C1)(C)C)(C)C (benzyl α-carbamoyl-(5,6,7,8-tetrahydro-5,5,8,8-tetramethyl-2-naphthyl)acetate), O1CCOCC1 (dioxane). Reagents/catalysts: [Pd] (palladium on carbon). Solvent: C(C)OCC (ethyl ether). Reaction conditions: time 4 hour. Yields the product C(N)(=O)C(C(=O)O)C1=CC=2C(CCC(C2C=C1)(C)C)(C)C (α-carbamoyl-(5,6,7,8-tetrahydro-5,5,8,8-tetramethyl-2-naphthyl)acetic acid). Reaction SMILES: [C:1]([CH:4]([C:15]1[CH:24]=[CH:23][C:22]2[C:21]([CH3:26])([CH3:25])[CH2:20][CH2:19][C:18]([CH3:28])([CH3:27])[C:17]=2[CH:16]=1)[C:5]([O:7]CC1C=CC=CC=1)=[O:6])(=[O:3])[NH2:2].O1CCOCC1>[Pd].C(OCC)C>[C:1]([CH:4]([C:15]1[CH:24]=[CH:23][C:22]2[C:21]([CH3:26])([CH3:25])[CH2:20][CH2:19][C:18]([CH3:28])([CH3:27])[C:17]=2[CH:16]=1)[C:5]([OH:7])=[O:6])(=[O:3])[NH2:2]. Procedure details: 3.9 g (10 mmol) of benzyl α-carbamoyl-(5,6,7,8-tetrahydro-5,5,8,8-tetramethyl-2-naphthyl)acetate, 1.2 g of palladium on carbon (10%) and 100 ml of dioxane were introduced into a reactor. The mixture was hydrogenated at room temperature and at a pressure of 7 bar for 4 hours, filtered on celite and the filtrate evaporated to dryness. The residue obtained was taken up in the minimum amount of ethyl ether, filtered and dried. 2.2 g (76%) of the expected acid were recovered. Reactants: CCCCC(CC)CO, CC(C)CCO, CCCCCCCCCCc1nc(Cl)cc(Cl)n1, Clc1cc(Cl)nc(-c2ccccc2)n1. Yields the product CCCCCCCCCCc1nc(Cl)cc(OCC(CC)CCCC)n1. As a reaction SMILES: [CH2:33]([CH3:34])[CH:35]([CH2:36][OH:37])[CH2:38][CH2:39][CH2:40][CH3:41].[CH3:42][CH:43]([CH3:44])[CH2:45][CH2:46][OH:47].[Cl:15][c:16]1[n:17][c:18]([CH2:23][CH2:24][CH2:25][CH2:26][CH2:27][CH2:28][CH2:29][CH2:30][CH2:31][CH3:32])[n:19][c:20]([Cl:22])[cH:21]1.[Cl:1][c:2]1[cH:3][c:4]([Cl:5])[n:6][c:7](-[c:8]2[cH:9][cH:10][cH:11][cH:12][cH:13]2)[n:14]1>>[c:16]1([O:37][CH2:36][CH:35]([CH2:33][CH3:34])[CH2:38][CH2:39][CH2:40][CH3:41])[n:17][c:18]([CH2:23][CH2:24][CH2:25][CH2:26][CH2:27][CH2:28][CH2:29][CH2:30][CH2:31][CH3:32])[n:19][c:20]([Cl:22])[cH:21]1. Starting materials: COC(C(=CC1=CC(=C(C=C1)OCC1=CC=CC=C1)OC)N=[N+]=[N-])=O (Methyl-2-azido-3-[4′-(benzyloxy)-3′-methoxyphenyl]prop-2-enoate). Run in C=1(C(=CC=CC1)C)C (xylene), C=1(C(=CC=CC1)C)C (xylene). Yields the product COC(=O)C=1NC2=CC(=C(C=C2C1)OC)OCC1=CC=CC=C1 (methyl-6-(benzyloxy)-5-methoxyindole-2-carboxylate). RXN SMILES: [CH3:1][O:2][C:3](=[O:25])[C:4]([N:22]=[N+]=[N-])=[CH:5][C:6]1[CH:11]=[CH:10][C:9]([O:12][CH2:13][C:14]2[CH:19]=[CH:18][CH:17]=[CH:16][CH:15]=2)=[C:8]([O:20][CH3:21])[CH:7]=1>C1(C)C(C)=CC=CC=1>[CH3:1][O:2][C:3]([C:4]1[NH:22][C:11]2[C:6]([CH:5]=1)=[CH:7][C:8]([O:20][CH3:21])=[C:9]([O:12][CH2:13][C:14]1[CH:19]=[CH:18][CH:17]=[CH:16][CH:15]=1)[CH:10]=2)=[O:25]. Procedure details: A solution of the azidocinnamate (55) (12.2 g, 36.0 mmol) prepared as described in example 247 in xylene (300 mL) was added dropwise to refluxing xylene (100 mL) over 1.5 h, the reaction mixture was heated at reflux for a further 15 min and then most of the xylene was removed by distillation. The residue, on cooling to room temperature, formed a fine cream precipitate of methyl-6-(benzyloxy)-5-methoxyindole-2-carboxylate which was collected by filtration. The remaining xylene was removed from th... The reactants are C(C)(=O)C1=CC=2C3=CC=CC=C3C2C=C1 (2-acetylbiphenylene), Cl[O-].[Na+] (sodium hypochlorite), O1CCOCC1 (dioxane). The solvent is S(=O)(Cl)Cl (thionyl chloride). The product is C1=C(C=CC=2C3=CC=CC=C3C12)C(=O)O (2-Biphenylene carboxylic acid), acid chloride. RXN SMILES: C([C:4]1[CH:15]=[CH:14][C:13]2[C:12]3[C:7](=[CH:8][CH:9]=[CH:10][CH:11]=3)[C:6]=2[CH:5]=1)(=O)C.Cl[O-:17].[Na+].[O:19]1[CH2:24]COCC1>S(Cl)(Cl)=O>[CH:5]1[C:6]2[C:7]3[C:12](=[CH:11][CH:10]=[CH:9][CH:8]=3)[C:13]=2[CH:14]=[CH:15][C:4]=1[C:24]([OH:19])=[O:17] |f:1.2|. Procedure details: 2-Biphenylene carboxylic acid is prepared from the oxidation of 2-acetylbiphenylene in dioxane with sodium hypochlorite solution by the process described by W. Baker et al., J. Chem. Soc. 1476 (1954). The acid is refluxed in excess thionyl chloride to produce the acid chloride. Starting materials: CO, Cl, NO, CCOC(=O)CCCCCS(=O)(=O)Nc1ccccc1. Product: O=C(CCCCCS(=O)(=O)Nc1ccccc1)NO. As a reaction SMILES: [CH3:24][OH:25].[ClH:21].[NH2:22][OH:23].[NH:1]([c:2]1[cH:3][cH:4][cH:5][cH:6][cH:7]1)[S:8](=[O:9])(=[O:10])[CH2:11][CH2:12][CH2:13][CH2:14][CH2:15][C:16]([O:18][CH2:17][CH3:19])=[O:20]>>[NH:1]([c:2]1[cH:3][cH:4][cH:5][cH:6][cH:7]1)[S:8](=[O:9])(=[O:10])[CH2:11][CH2:12][CH2:13][CH2:14][CH2:15][C:16](=[O:18])[NH:22][OH:23]. The reactants are [Br-], CCCC[N+](CCCC)(CCCC)CCCC, Cc1ccccc1, CCCCCC, [Cl-], CC1(C)C(C=C(Cl)c2ccc(Cl)cc2)C1C(=O)O, N#C[Na], O=Cc1ccc(F)c(Oc2ccccc2)c1, O. Yields the product CC1(C)C(C=C(Cl)c2ccc(Cl)cc2)C1C(=O)OC(C#N)c1ccc(F)c(Oc2ccccc2)c1. As a reaction SMILES: [Br-:40].[CH3:41][CH2:42][CH2:43][CH2:44][N+:45]([CH2:46][CH2:47][CH2:48][CH3:49])([CH2:50][CH2:51][CH2:52][CH3:53])[CH2:54][CH2:55][CH2:56][CH3:57].[CH3:58][c:59]1[cH:60][cH:61][cH:62][cH:63][cH:64]1.[CH3:65][CH2:66][CH2:67][CH2:68][CH2:69][CH3:70].[Cl-:17].[Cl:18][C:19](=[CH:20][CH:21]1[C:22]([CH3:27])([CH3:28])[CH:23]1[C:24](=[O:25])[OH:26])[c:29]1[cH:30][cH:31][c:32]([Cl:35])[cH:33][cH:34]1.[Na:36][C:37]#[N:38].[O:1]([c:2]1[cH:3][cH:4][cH:5][cH:6][cH:7]1)[c:8]1[cH:9][c:10]([CH:11]=[O:12])[cH:13][cH:14][c:15]1[F:16].[OH2:39]>>[O:1]([c:2]1[cH:3][cH:4][cH:5][cH:6][cH:7]1)[c:8]1[cH:9][c:10]([CH:11]([O:12][C:24]([CH:23]2[CH:21]([CH:20]=[C:19]([Cl:18])[c:29]3[cH:30][cH:31][c:32]([Cl:35])[cH:33][cH:34]3)[C:22]2([CH3:27])[CH3:28])=[O:25])[C:37]#[N:38])[cH:13][cH:14][c:15]1[F:16]. Starting materials: ClC=1C(=C2C(=NC1)NC(=C2)C2=CC=C(C=C2)OC2COCC2)C2=CN=C(S2)C2(CCC2)OCOC (5-(5-chloro-2-(4-(tetrahydrofuran-3-yloxy)phenyl)-1H-pyrrolo[2,3-b]pyridin-4-yl)-2-(1-(methoxymethoxy)cyclobutyl)thiazole), ClC=1C(=C2C(=NC1)NC(=C2)C2=NOC(=N2)C2CN(CCC2)C(=O)OC(C)(C)C)C2=CN=C(S2)C2(CCC2)OCOC (tert-butyl 3-(3-(5-chloro-4-(2-(1-(methoxymethoxy)cyclobutyl)thiazol-5-yl)-1H-pyrrolo[2,3-b]pyridin-2-yl)-1,2,4-oxadiazol-5-yl)piperidine-1-carboxylate). The product is ClC=1C(=C2C(=NC1)NC(=C2)C2=CC=C(C=C2)OC2COCC2)C2=CN=C(S2)C2(CCC2)O (1-(5-(5-chloro-2-(4-(tetrahydro furan-3-yloxy)phenyl)-1H-pyrrolo[2,3-b]pyridin-4-yl)thiazol-2-yl)cyclobutanol). Reaction SMILES: [Cl:1][C:2]1[C:3]([C:23]2[S:27][C:26]([C:28]3([O:32]COC)[CH2:31][CH2:30][CH2:29]3)=[N:25][CH:24]=2)=[C:4]2[CH:10]=[C:9]([C:11]3[CH:16]=[CH:15][C:14]([O:17][CH:18]4[CH2:22][CH2:21][O:20][CH2:19]4)=[CH:13][CH:12]=3)[NH:8][C:5]2=[N:6][CH:7]=1.ClC1C(C2SC(C3(OCOC)CCC3)=NC=2)=C2C=C(C3N=C(C4CCCN(C(OC(C)(C)C)=O)C4)ON=3)NC2=NC=1>>[Cl:1][C:2]1[C:3]([C:23]2[S:27][C:26]([C:28]3([OH:32])[CH2:31][CH2:30][CH2:29]3)=[N:25][CH:24]=2)=[C:4]2[CH:10]=[C:9]([C:11]3[CH:16]=[CH:15][C:14]([O:17][CH:18]4[CH2:22][CH2:21][O:20][CH2:19]4)=[CH:13][CH:12]=3)[NH:8][C:5]2=[N:6][CH:7]=1. Procedure details: The title compound was prepared as described in Example 22E, substituting 5-(5-chloro-2-(4-(tetrahydrofuran-3-yloxy)phenyl)-1H-pyrrolo[2,3-b]pyridin-4-yl)-2-(1-(methoxymethoxy)cyclobutyl)thiazole (Example 69C) for 1 tert-butyl 3-(3-(5-chloro-4-(2-(1-(methoxymethoxy)cyclobutyl)thiazol-5-yl)-1H-pyrrolo[2,3-b]pyridin-2-yl)-1,2,4-oxadiazol-5-yl)piperidine-1-carboxylate (Example 22D). 1H NMR (500 MHz, DMSO-d6) ppm 12.47 (s, 1H) 8.29 (s, 1H) 8.25 (s, 1H) 7.94 (d, 2H) 7.02 (d, 2H) 6.95 (d, 1H) 6.67 (s,... The reactants are COC1=CC=CC2=C1C=NS2 (4-methoxy-benzo[d]isothiazole), BrBr (bromine), C(=O)(O)[O-].[Na+] (NaHCO3), ClCCl (dichloromethane). Solvent: C(Cl)(Cl)(Cl)Cl (carbon tetrachloride), C(Cl)(Cl)(Cl)Cl (carbon tetrachloride). Yield: 66.4%. Product: BrC1=CC=C(C=2C=NSC21)OC (7-Bromo-4-methoxy-benzo[d]isothiazole). RXN SMILES: [CH3:1][O:2][C:3]1[C:8]2[CH:9]=[N:10][S:11][C:7]=2[CH:6]=[CH:5][CH:4]=1.[Br:12]Br.C([O-])(O)=O.[Na+].ClCCl>C(Cl)(Cl)(Cl)Cl>[Br:12][C:6]1[C:7]2[S:11][N:10]=[CH:9][C:8]=2[C:3]([O:2][CH3:1])=[CH:4][CH:5]=1 |f:2.3|. Run at temperature 0 celsius, time 3 hour. Procedure details: To a solution of 4-methoxy-benzo[d]isothiazole (prepared as described above) (1.0 g, 6.05 mmol) in carbon tetrachloride (20 mL) at 0° C. was added bromine (310 μL, 6.05 mmol) in carbon tetrachloride (10 mL). The reaction was allowed to stir at 0° C. for 3 h and was then warmed to rt. Saturated aqueous NaHCO3 and dichloromethane were added and the organic phase was separated. The aqueous phase was extracted with 2×20 mL dichloromethane. The combined organic phases were dried (MgSO4) and concentra... Starting materials: O (water), BrC=1OC2=C(C1C1=CC=CC=C1)C=C(C=C2C(=O)O)C2=CC=CC=C2 (2-bromo-3,5-diphenylbenzofuran-7-carboxylic acid), N(=O)[O-].[Na+] (Sodium nitrite), [N+](=O)(O)[O-] (nitric acid). Solvent: C(C)(=O)O (acetic acid). Yields the product C1(=CC=CC=C1)C1=C(OC2=C1C=C(C=C2C(=O)O)C2=CC=CC=C2)[N+](=O)[O-] (3,5-diphenyl-2-nitrobenzofuran-7-carboxylic acid). As a reaction SMILES: Br[C:2]1[O:3][C:4]2[C:16]([C:17]([OH:19])=[O:18])=[CH:15][C:14]([C:20]3[CH:25]=[CH:24][CH:23]=[CH:22][CH:21]=3)=[CH:13][C:5]=2[C:6]=1[C:7]1[CH:12]=[CH:11][CH:10]=[CH:9][CH:8]=1.[N+:26]([O-])([OH:28])=[O:27].N([O-])=O.[Na+].O>C(O)(=O)C>[C:7]1([C:6]2[C:5]3[CH:13]=[C:14]([C:20]4[CH:25]=[CH:24][CH:23]=[CH:22][CH:21]=4)[CH:15]=[C:16]([C:17]([OH:19])=[O:18])[C:4]=3[O:3][C:2]=2[N+:26]([O-:28])=[O:27])[CH:12]=[CH:11][CH:10]=[CH:9][CH:8]=1 |f:2.3|. Procedure: A solution of 6 g. (0.018 mole) of the product of step E in hot acetic acid is treated with 6 ml. of 70 percent nitric acid while the solution is maintained at about 80° C. Sodium nitrite (2.7 g., 2 equivalents) is added gradually, and the mixture is heated on a steam bath for 45 minutes. The mixture is then poured into 500 ml. of water. The solid is filtered, recrystallized twice from acetone, then from an ethyl acetate-hexane mixture to provide yellow crystals of 3,5-diphenyl-2-nitrobenzofuran...